This data is from the Open Reaction Database (ORD), a public repository of structured organic reaction records. The task is: describe an organic reaction: reactants, conditions, products, and yield Starting materials: CN1CCCC1=O, CC(NC(c1ccc(Br)cc1)C(C)(C)C#N)C(Cc1ccc(Cl)cc1)c1cccc(C#N)c1, [Cu]I, [K+], [K+], O=C([O-])[O-], c1nc[nH]n1. Yields the product CC(NC(c1ccc(-n2cncn2)cc1)C(C)(C)C#N)C(Cc1ccc(Cl)cc1)c1cccc(C#N)c1. Reaction SMILES: [CH3:45][N:46]1[CH2:47][CH2:48][CH2:49][C:50]1=[O:51].[Cl:1][c:2]1[cH:3][cH:4][c:5]([CH2:6][CH:7]([CH:8]([CH3:9])[NH:10][CH:11]([C:12]([CH3:13])([CH3:14])[C:15]#[N:16])[c:17]2[cH:18][cH:19][c:20]([Br:23])[cH:21][cH:22]2)[c:24]2[cH:25][c:26]([C:27]#[N:28])[cH:29][cH:30][cH:31]2)[cH:32][cH:33]1.[Cu:52][I:53].[K+:39].[K+:40].[O-:41][C:42]([O-:43])=[O:44].[nH:34]1[n:35][cH:36][n:37][cH:38]1>>[Cl:1][c:2]1[cH:3][cH:4][c:5]([CH2:6][CH:7]([CH:8]([CH3:9])[NH:10][CH:11]([C:12]([CH3:13])([CH3:14])[C:15]#[N:16])[c:17]2[cH:18][cH:19][c:20](-[n:34]3[n:35][cH:36][n:37][cH:38]3)[cH:21][cH:22]2)[c:24]2[cH:25][c:26]([C:27]#[N:28])[cH:29][cH:30][cH:31]2)[cH:32][cH:33]1. The reactants are CCO, Cl, FC1(F)CN(Cc2ccccc2)CC1(F)F, [H][H]. The product is Cl, FC1(F)CNCC1(F)F. As a reaction SMILES: [CH3:20][CH2:21][OH:22].[ClH:1].[F:2][C:3]1([F:17])[CH2:4][N:5]([CH2:10][c:11]2[cH:12][cH:13][cH:14][cH:15][cH:16]2)[CH2:6][C:7]1([F:8])[F:9].[H:18][H:19]>>[ClH:1].[F:2][C:3]1([F:17])[CH2:4][NH:5][CH2:6][C:7]1([F:8])[F:9].